From a dataset of the Open Reaction Database (ORD), a public repository of structured organic reaction records. describe an organic reaction: reactants, conditions, products, and yield The reactants are OC[C@@H]1N(C(N(C1)[C@H](C)C1=CC=CC=C1)=O)S(=O)(=O)C1=CC=C(C=C1)C ((R)-4-Hydroxymethyl-1-((R)-1-phenyl-ethyl)-3-(toluene-4-sulfonyl)-imidazolidine-2-one), [Mg] (magnesium). Run in CO (methanol). Reaction conditions: time 24 hour. Product: OC[C@@H]1NC(N(C1)[C@H](C)C1=CC=CC=C1)=O ((R)-4-Hydroxymethyl-1-((R)-1-phenyl-ethyl)-imidazolidine-2-one). Reaction SMILES: [OH:1][CH2:2][C@H:3]1[CH2:7][N:6]([C@@H:8]([C:10]2[CH:15]=[CH:14][CH:13]=[CH:12][CH:11]=2)[CH3:9])[C:5](=[O:16])[N:4]1S(C1C=CC(C)=CC=1)(=O)=O.[Mg]>CO>[OH:1][CH2:2][C@H:3]1[CH2:7][N:6]([C@@H:8]([C:10]2[CH:11]=[CH:12][CH:13]=[CH:14][CH:15]=2)[CH3:9])[C:5](=[O:16])[NH:4]1. Procedure details: 537 mg (R)-4-Hydroxymethyl-1-((R)-1-phenyl-ethyl)-3-(toluene-4-sulfonyl)-imidazolidine-2-one (I.25) was placed in 9.45 mL methanol at ambient temperature, then 348 mg magnesium turnings were added. The reaction was shaken for 24 h and then filtered. The solvent was removed from the filtrate under reduced pressure and the crude material was then partitioned between ethyl acetate and water. The organic layer was separated, dried over sodium sulfate, filtered and the solvent was removed from the fi... Starting materials: CN, CO, Oc1ccc(CCBr)cc1. Product: CN(C)CCc1ccc(O)cc1. Reaction SMILES: [CH3:11][NH2:12].[CH3:13][OH:14].[OH:1][c:2]1[cH:3][cH:4][c:5]([CH2:6][CH2:7][Br:8])[cH:9][cH:10]1>>[OH:1][c:2]1[cH:3][cH:4][c:5]([CH2:6][CH2:7][N:12]([CH3:11])[CH3:13])[cH:9][cH:10]1. Starting materials: O=C([O-])[O-], Cc1cc(N)ccc1Oc1ccccc1, Cc1ccccc1, CCOC(C)=O, Cl, N#C[Cu], O=N[O-], [Na+], [Na+], [Na+], N#C[Na], O. The product is Cc1cc(C#N)ccc1Oc1ccccc1. Reaction SMILES: [C:21](=[O:22])([O-:23])[O-:24].[CH3:1][c:2]1[cH:3][c:4]([NH2:5])[cH:6][cH:7][c:8]1[O:9][c:10]1[cH:11][cH:12][cH:13][cH:14][cH:15]1.[CH3:34][c:35]1[cH:36][cH:37][cH:38][cH:39][cH:40]1.[CH3:41][CH2:42][O:43][C:44]([CH3:45])=[O:46].[ClH:16].[Cu:30][C:31]#[N:32].[N:17]([O-:18])=[O:19].[Na+:20].[Na+:25].[Na+:26].[Na:27][C:28]#[N:29].[OH2:33]>>[CH3:1][c:2]1[cH:3][c:4]([C:28]#[N:29])[cH:6][cH:7][c:8]1[O:9][c:10]1[cH:11][cH:12][cH:13][cH:14][cH:15]1. The reactants are CCO, [Na+], [OH-], CCOC(=O)CCCCc1ccccn1. Product: O=C(O)CCCCc1ccccn1. RXN SMILES: [CH3:18][CH2:19][OH:20].[Na+:17].[OH-:16].[n:1]1[c:2]([CH2:7][CH2:8][CH2:9][CH2:10][C:11](=[O:12])[O:13][CH2:14][CH3:15])[cH:3][cH:4][cH:5][cH:6]1>>[n:1]1[c:2]([CH2:7][CH2:8][CH2:9][CH2:10][C:11](=[O:12])[OH:13])[cH:3][cH:4][cH:5][cH:6]1. Starting materials: C(C)OC(=O)C=1C(N(C2=CC=CC=C2C1Cl)C)=O (4-chloro-1,2-dihydro-1-methyl-2-oxo-3-quinolinecarboxylic acid ethyl ester), CN1CCNCC1 (N-methylpiperazine), C([O-])([O-])=O.[Na+].[Na+] (sodium carbonate). Solvent: C(C)O (ethanol). Product: C(C)OC(=O)C=1C(N(C2=CC=CC=C2C1N1CCN(CC1)C)C)=O (1,2-Dihydro-1-methyl-4-(4-methyl-1-piperazinyl)-2-oxo-3-quinolinecarboxylic acid ethyl ester). Reaction SMILES: [CH2:1]([O:3][C:4]([C:6]1[C:7](=[O:18])[N:8]([CH3:17])[C:9]2[C:14]([C:15]=1Cl)=[CH:13][CH:12]=[CH:11][CH:10]=2)=[O:5])[CH3:2].[CH3:19][N:20]1[CH2:25][CH2:24][NH:23][CH2:22][CH2:21]1.C(=O)([O-])[O-].[Na+].[Na+]>C(O)C>[CH2:1]([O:3][C:4]([C:6]1[C:7](=[O:18])[N:8]([CH3:17])[C:9]2[C:14]([C:15]=1[N:23]1[CH2:24][CH2:25][N:20]([CH3:19])[CH2:21][CH2:22]1)=[CH:13][CH:12]=[CH:11][CH:10]=2)=[O:5])[CH3:2] |f:2.3.4|. Procedure details: A stirred mixture of 9.5 g. of 4-chloro-1,2-dihydro-1-methyl-2-oxo-3-quinolinecarboxylic acid ethyl ester, 3.6 g. of N-methylpiperazine and 3.8 g. of sodium carbonate in 50 ml. of ethanol was heated under reflux for 3 hours and filtered. The filtrate was taken to dryness on a rotary evaporator leaving a thick, tarry oily residue. On triturating the oil with diethyl ether, there was obtained 9.4 g. of impure title compound, m.p. 144°-148° C. Recrystallization from ethanol gave 5.5 g. of the title... Reactants: CC(=O)OC1CSC(Oc2cnccc2I)C(OC(C)=O)C1OC(C)=O, OB(O)c1ccc(F)cc1. The product is CC(=O)OC1CSC(Oc2cnccc2-c2ccc(F)cc2)C(OC(C)=O)C1OC(C)=O. Reaction SMILES: [C:1]([CH3:2])(=[O:3])[O:4][CH:5]1[CH:6]([O:7][c:8]2[cH:9][n:10][cH:11][cH:12][c:13]2[I:14])[S:15][CH2:16][CH:17]([O:23][C:24]([CH3:25])=[O:26])[CH:18]1[O:19][C:20]([CH3:21])=[O:22].[OH:27][B:28]([OH:29])[c:30]1[cH:31][cH:32][c:33]([F:34])[cH:35][cH:36]1>>[C:1]([CH3:2])(=[O:3])[O:4][CH:5]1[CH:6]([O:7][c:8]2[cH:9][n:10][cH:11][cH:12][c:13]2-[c:30]2[cH:31][cH:32][c:33]([F:34])[cH:35][cH:36]2)[S:15][CH2:16][CH:17]([O:23][C:24]([CH3:25])=[O:26])[CH:18]1[O:19][C:20]([CH3:21])=[O:22]. The reactants are C(#N)C1=CC=C(C=C1)N1CCN(CC1)[C@@H]1[C@@H](CN(CC1)CC(=O)OCC)CC(=O)OCC ((+/-)-cis-diethyl 4-[4-(4-cyanophenyl)-1-piperazinyl]-1,3-piperidinediacetate), C(C1=CC=CC=C1)(=O)[C@@]([C@@](C(=O)O)(O)C(C1=CC=CC=C1)=O)(O)C(=O)O ((+)-dibenzoyl-D-tartaric acid). The solvent is mixed solvent, C(C)(=O)OCC.C(C)(C)OC(C)C (ethyl acetate diisopropyl ether). The product is C(C1=CC=CC=C1)(=O)[C@@]([C@@](C(=O)O)(O)C(C1=CC=CC=C1)=O)(O)C(=O)O.C(#N)C1=CC=C(C=C1)N1CCN(CC1)[C@@H]1[C@@H](CN(CC1)CC(=O)OCC)CC(=O)OCC ((+)-cis-diethyl 4-[4-(4-cyanophenyl)-1-piperazinyl]-1,3-piperidinediacetate (+)-dibenzoyl-D-tartrate). Isolated yield 9.5%. Reaction SMILES: [C:1]([C:3]1[CH:8]=[CH:7][C:6]([N:9]2[CH2:14][CH2:13][N:12]([C@H:15]3[CH2:20][CH2:19][N:18]([CH2:21][C:22]([O:24][CH2:25][CH3:26])=[O:23])[CH2:17][C@H:16]3[CH2:27][C:28]([O:30][CH2:31][CH3:32])=[O:29])[CH2:11][CH2:10]2)=[CH:5][CH:4]=1)#[N:2].[C:33]([C@:41]([C:56]([OH:58])=[O:57])([OH:55])[C@:42]([C:47](=[O:54])[C:48]1[CH:53]=[CH:52][CH:51]=[CH:50][CH:49]=1)([OH:46])[C:43]([OH:45])=[O:44])(=[O:40])[C:34]1[CH:39]=[CH:38][CH:37]=[CH:36][CH:35]=1>C(OCC)(=O)C.C(OC(C)C)(C)C>[C:47]([C@:42]([C:43]([OH:45])=[O:44])([OH:46])[C@:41]([C:33](=[O:40])[C:34]1[CH:39]=[CH:38][CH:37]=[CH:36][CH:35]=1)([OH:55])[C:56]([OH:58])=[O:57])(=[O:54])[C:48]1[CH:53]=[CH:52][CH:51]=[CH:50][CH:49]=1.[C:1]([C:3]1[CH:8]=[CH:7][C:6]([N:9]2[CH2:10][CH2:11][N:12]([C@H:15]3[CH2:20][CH2:19][N:18]([CH2:21][C:22]([O:24][CH2:25][CH3:26])=[O:23])[CH2:17][C@H:16]3[CH2:27][C:28]([O:30][CH2:31][CH3:32])=[O:29])[CH2:13][CH2:14]2)=[CH:5][CH:4]=1)#[N:2] |f:2.3,4.5|. Procedure details: 4.0 g of (+/-)-cis-diethyl 4-[4-(4-cyanophenyl)-1-piperazinyl]-1,3-piperidinediacetate and 3.4 g of (+)-dibenzoyl-D-tartaric acid were dissolved in 140 ml of a mixed solvent of ethyl acetate/diisopropyl ether (1/1) and subjected to resolving crystallization. The crystals obtained were recrystallized several times from a mixed solvent of ethyl acetate/diisopropyl ether (1/1), whereby was obtained 690 mg of (+)-cis-diethyl 4-[4-(4-cyanophenyl)-1-piperazinyl]-1,3-piperidinediacetate (+)-dibenzoyl-D... Reactants: C(C1=CC=CC=C1)(=O)O[C@H]1[C@@H](O[C@@H]([C@H]1OC(C1=CC=CC=C1)=O)C(=O)NCC)N1C2=NC(=NC(=C2N=C1)Cl)I ((2R,3R,4S,5S)-4-(benzoyloxy)-2-(6-chloro-2-iodo-9H-purin-9-yl)-5-[(ethylamino)carbonyl]-tetrahydro-3-furanyl benzoate), C1(CCCCC1)N (cyclohexylamine). The product is C(C1=CC=CC=C1)(=O)O[C@H]1[C@@H](O[C@@H]([C@H]1OC(C1=CC=CC=C1)=O)C(=O)NCC)N1C2=NC(=NC(=C2N=C1)NC1CCCCC1)I ((2R,3R,4S,5S)-4-(Benzoyloxy)-2-[6-(cyclohexylamino)-2-iodo-9H-purin-9-yl]-5-[(ethylamino)carbonyl]tetrahydro-3-furanyl benzoate). Reaction SMILES: [C:1]([O:9][C@@H:10]1[C@H:14]([O:15][C:16](=[O:23])[C:17]2[CH:22]=[CH:21][CH:20]=[CH:19][CH:18]=2)[C@@H:13]([C:24]([NH:26][CH2:27][CH3:28])=[O:25])[O:12][C@H:11]1[N:29]1[CH:37]=[N:36][C:35]2[C:30]1=[N:31][C:32]([I:39])=[N:33][C:34]=2Cl)(=[O:8])[C:2]1[CH:7]=[CH:6][CH:5]=[CH:4][CH:3]=1.[CH:40]1([NH2:46])[CH2:45][CH2:44][CH2:43][CH2:42][CH2:41]1>>[C:1]([O:9][C@@H:10]1[C@H:14]([O:15][C:16](=[O:23])[C:17]2[CH:22]=[CH:21][CH:20]=[CH:19][CH:18]=2)[C@@H:13]([C:24]([NH:26][CH2:27][CH3:28])=[O:25])[O:12][C@H:11]1[N:29]1[CH:37]=[N:36][C:35]2[C:30]1=[N:31][C:32]([I:39])=[N:33][C:34]=2[NH:46][CH:40]1[CH2:45][CH2:44][CH2:43][CH2:42][CH2:41]1)(=[O:8])[C:2]1[CH:7]=[CH:6][CH:5]=[CH:4][CH:3]=1. Procedure: Prepared from ((2R,3R,4S,5S)-4-(benzoyloxy)-2-(6-chloro-2-iodo-9H-purin-9-yl)-5-[(ethylamino)carbonyl]-tetrahydro-3-furanyl benzoate (Preparation 19) and cyclohexylamine by the same method as Preparation 20. The title compound was obtained as a yellow foam. The solvent is [Na+].[Cl-] (NaCl). Reactants: Na2S2O5, O (water), C=CC1=CC=CC=C1 (styrene), S(=O)(=O)(OCCCCCCCCCCCC)[O-].[Na+] (sodium lauryl sulfate), C(=C)C(C1=CC=CC=C1)Cl (vinylbenzyl chloride), resultant copolymer. Procedure: Four hundred cc. distilled water was boiled in a 1 liter three-neck flask under nitrogen gas and then cooled to room temperature. Six g. of sodium lauryl sulfate was added and stirred to form a solution. The solution was further cooled to 15° C., and a mixture of 39 g. vinylbenzyl chloride and 61 g. styrene was added with vigorous agitation, followed by 1 g. of K2S2O8 and 1 g. of Na2S2O5. The mixture was heated slowly to 35° C. and held at this temperature overnight. The resultant copolymer late... Reaction SMILES: O.S([O-])(OCCCC[CH2:10][CH2:11][CH2:12][CH2:13][CH2:14][CH2:15][CH2:16][CH3:17])(=O)=O.[Na+].[CH:20]([CH:22]([Cl:29])[C:23]1[CH:28]=[CH:27][CH:26]=[CH:25][CH:24]=1)=[CH2:21].C=CC1C=CC=CC=1>[Na+].[Cl-]>[CH:20]([CH:22]([Cl:29])[C:23]1[CH:28]=[CH:27][CH:26]=[CH:25][CH:24]=1)=[CH2:21].[CH2:17]=[CH:16][C:15]1[CH:10]=[CH:11][CH:12]=[CH:13][CH:14]=1 |f:1.2,5.6,7.8|. Yields the product C(=C)C(C1=CC=CC=C1)Cl.C=CC1=CC=CC=C1 (Vinylbenzyl Chloride Styrene).